Dataset: the Open Reaction Database (ORD), a public repository of structured organic reaction records. Task: describe an organic reaction: reactants, conditions, products, and yield Starting materials: O=C([O-])[O-], Cc1cccnc1-c1ccc2c(Cl)ccnc2n1, [Cs+], [Cs+], Nc1ncc(C(F)(F)F)cn1, C1COCCO1, O=C(C=Cc1ccccc1)C=Cc1ccccc1, O=C(C=Cc1ccccc1)C=Cc1ccccc1, O=C(C=Cc1ccccc1)C=Cc1ccccc1, [Pd], [Pd]. RXN SMILES: [C:30](=[O:31])([O-:32])[O-:33].[Cl:1][c:2]1[c:3]2[cH:4][cH:5][c:6](-[c:12]3[n:13][cH:14][cH:15][cH:16][c:17]3[CH3:18])[n:7][c:8]2[n:9][cH:10][cH:11]1.[Cs+:34].[Cs+:35].[NH2:19][c:20]1[n:21][cH:22][c:23]([C:26]([F:27])([F:28])[F:29])[cH:24][n:25]1.[O:36]1[CH2:37][CH2:38][O:39][CH2:40][CH2:41]1.[O:44]=[C:45]([CH:46]=[CH:47][c:48]1[cH:49][cH:50][cH:51][cH:52][cH:53]1)[CH:54]=[CH:55][c:56]1[cH:57][cH:58][cH:59][cH:60][cH:61]1.[O:62]=[C:63]([CH:64]=[CH:65][c:66]1[cH:67][cH:68][cH:69][cH:70][cH:71]1)[CH:72]=[CH:73][c:74]1[cH:75][cH:76][cH:77][cH:78][cH:79]1.[O:80]=[C:81]([CH:82]=[CH:83][c:84]1[cH:85][cH:86][cH:87][cH:88][cH:89]1)[CH:90]=[CH:91][c:92]1[cH:93][cH:94][cH:95][cH:96][cH:97]1.[Pd:42].[Pd:43]>>[c:2]1([NH:19][c:20]2[n:21][cH:22][c:23]([C:26]([F:27])([F:28])[F:29])[cH:24][n:25]2)[c:3]2[cH:4][cH:5][c:6](-[c:12]3[n:13][cH:14][cH:15][cH:16][c:17]3[CH3:18])[n:7][c:8]2[n:9][cH:10][cH:11]1. Yields the product Cc1cccnc1-c1ccc2c(Nc3ncc(C(F)(F)F)cn3)ccnc2n1. RXN SMILES: [C:1](=[O:3])([O:4][CH2:5][c:6]1[nH:7][c:8]2[cH:9][cH:10][c:11]([O:20][CH2:21][c:22]3[cH:23][cH:24][cH:25][cH:26][cH:27]3)[cH:12][c:13]2[c:14]1[C:15]([C:16](=[O:2])[OH:18])=[O:19])[CH3:17].[ClH:30].[K+:29].[OH-:28]>>[O:4]1[CH2:5][c:6]2[nH:7][c:8]3[cH:9][cH:10][c:11]([O:20][CH2:21][c:22]4[cH:23][cH:24][cH:25][cH:26][cH:27]4)[cH:12][c:13]3[c:14]2[C:15](=[O:19])[C:16]1=[O:18]. Yields the product O=C1OCc2[nH]c3ccc(OCc4ccccc4)cc3c2C1=O. The reactants are CC(=O)OCc1[nH]c2ccc(OCc3ccccc3)cc2c1C(=O)C(=O)O, Cl, [K+], [OH-].